From a dataset of the Open Reaction Database (ORD), a public repository of structured organic reaction records. describe an organic reaction: reactants, conditions, products, and yield The reactants are FC1=CC2=C(C(=NS2)C2CCN(CC2)CCCOC2=C(C=C(C=C2)C(C)=O)OC)C=C1 (1-[4-[3-[4-(6-fluoro-1,2-benzisothiazol-3-yl)-1-piperidinyl]propoxy]3-methoxyphenyl]ethanone), CO.C1CCOC1 (MeOH THF), [BH4-].[Na+] (NaBH4). The solvent is C1(=CC=CC=C1)C (toluene). Reaction conditions: time 3.5 hour. The product is FC1=CC2=C(C(=NS2)C2CCN(CC2)CCCOC2=C(C=C(C=C2)C(O)C)OC)C=C1 (4-[3-[4-(6-Fluoro-1,2-benzisothiazol-3-yl)-1-piperidinyl]propoxy]-3-methoxy-alpha-methylbenzenemethanol). The yield is 91.9%. As a reaction SMILES: [F:1][C:2]1[CH:31]=[CH:30][C:5]2[C:6]([CH:9]3[CH2:14][CH2:13][N:12]([CH2:15][CH2:16][CH2:17][O:18][C:19]4[CH:24]=[CH:23][C:22]([C:25](=[O:27])[CH3:26])=[CH:21][C:20]=4[O:28][CH3:29])[CH2:11][CH2:10]3)=[N:7][S:8][C:4]=2[CH:3]=1.CO.C1COCC1.[BH4-].[Na+]>C1(C)C=CC=CC=1>[F:1][C:2]1[CH:31]=[CH:30][C:5]2[C:6]([CH:9]3[CH2:14][CH2:13][N:12]([CH2:15][CH2:16][CH2:17][O:18][C:19]4[CH:24]=[CH:23][C:22]([CH:25]([CH3:26])[OH:27])=[CH:21][C:20]=4[O:28][CH3:29])[CH2:11][CH2:10]3)=[N:7][S:8][C:4]=2[CH:3]=1 |f:1.2,3.4|. Reported procedure: To a starred solution of 1-[4-[3-[4-(6-fluoro-1,2-benzisothiazol-3-yl)-1-piperidinyl]propoxy]3-methoxyphenyl]ethanone (4.1 g, 9.3 mmol) in 60 mi MeOH—THF (1:1) under N2 at ambient temperature, NaBH4 (0.386g, 10.2 mmol) was added portionwise. After complete addition, the reaction was stirred for 3.5 hours and was concentrated to yield a white gum. This was triturated with H2O (2×) and the aqueous fraction was decanted away. Residual water was removed under high vacuum to afford 5.0 of a white pow... Reactants: OC1=CC=CC=2OCCOC21 (2,3-dihydro-5-hydroxy-1,4-benzodioxin), BrCC(OCC)OCC (2-bromo-1,1-diethoxyethane), C([O-])([O-])=O.[K+].[K+] (potassium carbonate). The solvent is CN(C(C)=O)C (N,N-dimethylacetamide). Conditions: temperature 140 celsius, time 8 hour. Product: C(C)OC(COC1=CC=CC=2OCCOC21)OCC (5-(2,2-diethoxyethoxy)-2,3-dihydro-1,4-benzodioxin). The yield is 60.2%. Reaction SMILES: [OH:1][C:2]1[C:11]2[O:10][CH2:9][CH2:8][O:7][C:6]=2[CH:5]=[CH:4][CH:3]=1.Br[CH2:13][CH:14]([O:18][CH2:19][CH3:20])[O:15][CH2:16][CH3:17].C(=O)([O-])[O-].[K+].[K+]>CN(C)C(=O)C>[CH2:16]([O:15][CH:14]([O:18][CH2:19][CH3:20])[CH2:13][O:1][C:2]1[C:11]2[O:10][CH2:9][CH2:8][O:7][C:6]=2[CH:5]=[CH:4][CH:3]=1)[CH3:17] |f:2.3.4|. Procedure: A mixture of 2,3-dihydro-5-hydroxy-1,4-benzodioxin (0.13 mol), 2-bromo-1,1-diethoxyethane (0.13 mol) and potassium carbonate (0.13 mol) in N,N-dimethylacetamide (250 ml) was stirred overnight at 140° C. The solvent was evaporated. The residue was partitioned between 1,1'-oxybisethane and water. The organic layer was separated, washed with a saturated NaCl solution, dried (MgSO4), filtered and the solvent was evaporated. The residual oil was crystallized from 2,2'-oxybispropane. The precipitate w...